describe an organic reaction: reactants, conditions, products, and yield From a dataset of the Open Reaction Database (ORD), a public repository of structured organic reaction records. The reactants are N1(CCOCC1)C1=CC=C(C=C1)NC(=O)N1CCC(CC1)C1=NC=NC2=CC(=CC=C12)F (4-(7-Fluoro-quinazolin-4-yl)-piperidine-1-carboxylic acid (4-morpholin-4-yl-phenyl)-amide), N1C(CCCC1)CCO (2-piperidin-2-yl-ethanol). The product is N1(CCOCC1)C1=CC=C(C=C1)NC(=O)N1CCC(CC1)C1=NC=NC2=CC(=CC=C12)OCCC1NCCCC1 (4-[7-(2-Piperidin-2-yl-ethoxy)-quinazolin-4-yl]-piperidine-1-carboxylic acid (4-morpholin-4-yl-phenyl)-amide). Reaction SMILES: [N:1]1([C:7]2[CH:12]=[CH:11][C:10]([NH:13][C:14]([N:16]3[CH2:21][CH2:20][CH:19]([C:22]4[C:31]5[C:26](=[CH:27][C:28](F)=[CH:29][CH:30]=5)[N:25]=[CH:24][N:23]=4)[CH2:18][CH2:17]3)=[O:15])=[CH:9][CH:8]=2)[CH2:6][CH2:5][O:4][CH2:3][CH2:2]1.[NH:33]1[CH2:38][CH2:37][CH2:36][CH2:35][CH:34]1[CH2:39][CH2:40][OH:41]>>[N:1]1([C:7]2[CH:12]=[CH:11][C:10]([NH:13][C:14]([N:16]3[CH2:21][CH2:20][CH:19]([C:22]4[C:31]5[C:26](=[CH:27][C:28]([O:41][CH2:40][CH2:39][CH:34]6[CH2:35][CH2:36][CH2:37][CH2:38][NH:33]6)=[CH:29][CH:30]=5)[N:25]=[CH:24][N:23]=4)[CH2:18][CH2:17]3)=[O:15])=[CH:9][CH:8]=2)[CH2:6][CH2:5][O:4][CH2:3][CH2:2]1. Reported procedure: Prepared from 4-(7-Fluoro-quinazolin-4-yl)-piperidine-1-carboxylic acid (4-morpholin-4-yl-phenyl)-amide, synthesized as described in the previous step, and 2-piperidin-2-yl-ethanol using the protocol described in Example 67a. 1H NMR (CD3OD) δ 9.03 (s, 1H), 8.34 (d, J=9.31 Hz, 1H), 7.37 (dd, J=9.19 and 2.54 Hz, 1H), 7.33 (d, J=2.47 Hz, 1H), 7.26 (d, J=9.06 Hz, 2H), 6.93 (d, J=9.10 Hz, 2H), 4.34 (m, 2H), 4.28 (m, 2H), 3.94 (m, 1H), 3.82 (t, J=4.69 Hz, 4H), 3.16 (m, 2H), 3.08 (t, J=4.78 Hz, 4H), 3....